This data is from the Open Reaction Database (ORD), a public repository of structured organic reaction records. The task is: describe an organic reaction: reactants, conditions, products, and yield Starting materials: S1C(=CC=C1)C(CNC(C(=O)OC)C1=C(C=CC=C1)Cl)O ((±) Methyl N-(2-(2-thienyl)-2-hydoxyethyl)-2-o-chlorophenylglycinate), C=O (formaline). Run in C(C)O (ethanol). Run at temperature 40 celsius. Yields the product S1C(=CC=C1)C1=CN(CO1)C(C1=C(C=CC=C1)Cl)C(=O)OC ((±) 5-(2-thienyl)-3-(methoxycarbonyl-o-chlorobenzyl)-1,3-oxazoline). The yield is 90.1%. Reaction SMILES: [S:1]1[CH:5]=[CH:4][CH:3]=[C:2]1[CH:6]([OH:21])[CH2:7][NH:8][CH:9]([C:14]1[CH:19]=[CH:18][CH:17]=[CH:16][C:15]=1[Cl:20])[C:10]([O:12][CH3:13])=[O:11].[CH2:22]=O>C(O)C>[S:1]1[CH:5]=[CH:4][CH:3]=[C:2]1[C:6]1[O:21][CH2:22][N:8]([CH:9]([C:10]([O:12][CH3:13])=[O:11])[C:14]2[CH:19]=[CH:18][CH:17]=[CH:16][C:15]=2[Cl:20])[CH:7]=1. Procedure details: Methyl N-(2-(2-thienyl)-2-hydoxyethyl)-2-o-chlorophenylglycinate (21) (2.5 g, 7.6 mmol) was dissolved in ethanol and treated with 37% formaline (1.85 g, 22.8 mmol), then heated at 40° C. over the night under nitrogen. The ethanol is evaporated under vacuum and the residual water was removed by azeotropic distillation with toluene to provide 2.3 g of desired product as a mixture of diastereoisomers. 1H-NMR (CDCl3, ppm) 7.72 (1H, m), 7.43 (1H, m), 7.2-7.3 (2H, m), 7.15 (1H, m), 6.95 (2H, m), 5.35 ...